describe an organic reaction: reactants, conditions, products, and yield From a dataset of the Open Reaction Database (ORD), a public repository of structured organic reaction records. The reactants are BrC1CCNCC1, Br, O=C(OCc1ccccc1)ON1C(=O)CCC1=O, CN1CCOCC1, C1CCOC1, O. The product is O=C(OCc1ccccc1)N1CCC(Br)CC1. As a reaction SMILES: [Br:2][CH:3]1[CH2:4][CH2:5][NH:6][CH2:7][CH2:8]1.[BrH:1].[CH2:9]([c:10]1[cH:11][cH:12][cH:13][cH:14][cH:15]1)[O:16][C:17](=[O:18])[O:19][N:20]1[C:21](=[O:22])[CH2:23][CH2:24][C:25]1=[O:26].[CH3:27][N:28]1[CH2:29][CH2:30][O:31][CH2:32][CH2:33]1.[O:35]1[CH2:36][CH2:37][CH2:38][CH2:39]1.[OH2:34]>>[Br:2][CH:3]1[CH2:4][CH2:5][N:6]([C:17]([O:16][CH2:9][c:10]2[cH:11][cH:12][cH:13][cH:14][cH:15]2)=[O:18])[CH2:7][CH2:8]1. The solvent is CO.C1CCOC1 (MeOH THF). Reactants: FC1=C(NC=2C(=CN(C(C2)=O)C)C(=O)N)C=CC(=C1)C#C[Si](C)(C)C (4-{2-Fluoro-4-[(trimethylsilyl)ethynyl]anilino}-1-methyl-6-oxo-1,6-dihydro-3-pyridinecarboxamide), C(=O)([O-])[O-].[K+].[K+] (K2CO3). Product: C(#C)C1=CC(=C(NC=2C(=CN(C(C2)=O)C)C(=O)N)C=C1)F (4-(4-ethynyl-2-fluoroanilino)-1-methyl-6-oxo-1,6-dihydro-3-pyridinecarboxamide). Yield: 73.0%. Procedure details: 4-{2-Fluoro-4-[(trimethylsilyl)ethynyl]anilino}-1-methyl-6-oxo-1,6-dihydro-3-pyridinecarboxamide was reacted with K2CO3 in MeOH/THF as for example 12, step B. The resulting crude product was purified by column chromatography on silica gel (50% acetone/CH2Cl2 as eluant) to give 4-(4-ethynyl-2-fluoroanilino)-1-methyl-6-oxo-1,6-dihydro-3-pyridinecarboxamide as a pale yellow-orange solid (73%), m.p. (CH2Cl2/MeOH) 269-272° C. 1H NMR [(CD3)2SO, 400 MHz] δ 10.60 (s, 1H), 8.37 (s, 1H), 7.91 (br s, 1H), ... RXN SMILES: [F:1][C:2]1[CH:19]=[C:18]([C:20]#[C:21][Si](C)(C)C)[CH:17]=[CH:16][C:3]=1[NH:4][C:5]1[C:6]([C:13]([NH2:15])=[O:14])=[CH:7][N:8]([CH3:12])[C:9](=[O:11])[CH:10]=1.C([O-])([O-])=O.[K+].[K+]>CO.C1COCC1>[C:20]([C:18]1[CH:17]=[CH:16][C:3]([NH:4][C:5]2[C:6]([C:13]([NH2:15])=[O:14])=[CH:7][N:8]([CH3:12])[C:9](=[O:11])[CH:10]=2)=[C:2]([F:1])[CH:19]=1)#[CH:21] |f:1.2.3,4.5|.